Dataset: the Open Reaction Database (ORD), a public repository of structured organic reaction records. Task: describe an organic reaction: reactants, conditions, products, and yield The reactants are N=C1CSC(NCc2ccccc2)=N1, Cc1c2c(c(-c3ccccc3)c(-c3ccccc3)c1-c1ccccc1)C(=N)NC2=N, Cl, Cl, N=C1CSC(N2CCCCC2)=N1, N=C1NC(=N)c2ccccc21. Product: Cc1c2c(c(-c3ccccc3)c(-c3ccccc3)c1-c1ccccc1)C(=N)NC2=C1SC(NCc2ccccc2)=NC1=N, Cl. Reaction SMILES: [CH2:32]([c:33]1[cH:34][cH:35][cH:36][cH:37][cH:38]1)[NH:39][C:40]1=[N:44][C:43](=[NH:45])[CH2:42][S:41]1.[CH3:1][c:2]1[c:3]2[c:7]([c:8](-[c:23]3[cH:24][cH:25][cH:26][cH:27][cH:28]3)[c:9](-[c:17]3[cH:18][cH:19][cH:20][cH:21][cH:22]3)[c:10]1-[c:11]1[cH:12][cH:13][cH:14][cH:15][cH:16]1)[C:6](=[NH:29])[NH:5][C:4]2=[NH:30].[ClH:31].[ClH:57].[N:58]1([C:59]2=[N:64][C:62](=[NH:63])[CH2:61][S:60]2)[CH2:65][CH2:66][CH2:67][CH2:68][CH2:69]1.[NH:46]=[C:47]1[c:48]2[c:49]([cH:50][cH:51][cH:52][cH:53]2)[C:54](=[NH:55])[NH:56]1>>[CH3:1][c:2]1[c:3]2[c:7]([c:8](-[c:23]3[cH:24][cH:25][cH:26][cH:27][cH:28]3)[c:9](-[c:17]3[cH:18][cH:19][cH:20][cH:21][cH:22]3)[c:10]1-[c:11]1[cH:12][cH:13][cH:14][cH:15][cH:16]1)[C:6](=[NH:29])[NH:5][C:4]2=[C:42]1[S:41][C:40]([NH:39][CH2:32][c:33]2[cH:34][cH:35][cH:36][cH:37][cH:38]2)=[N:44][C:43]1=[NH:45].[ClH:31]. The reactants are ClCCl, COc1cc(C)c(OC)c(C)c1C, O=C(OO)c1cccc(Cl)c1. As a reaction SMILES: [CH2:25]([Cl:26])[Cl:27].[CH3:12][O:13][c:14]1[c:15]([CH3:24])[c:16]([CH3:23])[c:17]([O:21][CH3:22])[c:18]([CH3:20])[cH:19]1.[Cl:1][c:2]1[cH:3][cH:4][cH:5][c:6]([C:7]([O:8][OH:10])=[O:9])[cH:11]1>>[OH:9][c:19]1[c:14]([O:13][CH3:12])[c:15]([CH3:24])[c:16]([CH3:23])[c:17]([O:21][CH3:22])[c:18]1[CH3:20]. Yields the product COc1c(C)c(C)c(OC)c(O)c1C. The reactants are [O-2].[Ca+2] (Calcium oxide), C[C@H]([C@H]1[C@@H](O1)C[C@H]2CO[C@H]([C@@H]([C@@H]2O)O)C/C(=C/C(=O)OCCCCCCCCC(=O)O)/C)[C@H](C)O (Pseudomonic acid), O (Water). Run in CO.O (methanol water). Conditions: time 1 hour. Product: C[C@@H]([C@@H](O)C)[C@@H]1O[C@H]1C[C@@H]2[C@H]([C@H]([C@@H](OC2)C/C(=C/C(=O)OCCCCCCCCC(=O)[O-])/C)O)O.C[C@@H]([C@@H](O)C)[C@@H]1O[C@H]1C[C@@H]2[C@H]([C@H]([C@@H](OC2)C/C(=C/C(=O)OCCCCCCCCC(=O)[O-])/C)O)O.[Ca+2] (Mupirocin Calcium). Isolated yield 87.7%. RXN SMILES: [CH3:1][C@@H:2]([C@@H:33]([OH:35])[CH3:34])[C@@H:3]1[O:5][C@H:4]1[CH2:6][C@@H:7]1[C@@H:12]([OH:13])[C@@H:11]([OH:14])[C@H:10]([CH2:15]/[C:16](/[CH3:32])=[CH:17]/[C:18]([O:20][CH2:21][CH2:22][CH2:23][CH2:24][CH2:25][CH2:26][CH2:27][CH2:28][C:29]([OH:31])=[O:30])=[O:19])[O:9][CH2:8]1.[O-2].[Ca+2:37].O>CO.O>[CH3:1][C@H:2]([C@H:3]1[C@H:4]([CH2:6][C@H:7]2[CH2:8][O:9][C@@H:10]([CH2:15]/[C:16](/[CH3:32])=[CH:17]/[C:18]([O:20][CH2:21][CH2:22][CH2:23][CH2:24][CH2:25][CH2:26][CH2:27][CH2:28][C:29]([O-:31])=[O:30])=[O:19])[C@H:11]([OH:14])[C@@H:12]2[OH:13])[O:5]1)[C@H:33]([CH3:34])[OH:35].[CH3:1][C@H:2]([C@H:3]1[C@H:4]([CH2:6][C@H:7]2[CH2:8][O:9][C@@H:10]([CH2:15]/[C:16](/[CH3:32])=[CH:17]/[C:18]([O:20][CH2:21][CH2:22][CH2:23][CH2:24][CH2:25][CH2:26][CH2:27][CH2:28][C:29]([O-:31])=[O:30])=[O:19])[C@H:11]([OH:14])[C@@H:12]2[OH:13])[O:5]1)[C@H:33]([CH3:34])[OH:35].[Ca+2:37] |f:1.2,4.5,6.7.8|. Reported procedure: Pseudomonic acid (10.01 g, 20 mmole) was dissolved in a mixture of methanol/water (50 ml and 36 ml). Calcium oxide (0.78 g, 14 mmole) was added portionwise to the mixture and was stirred for 1 h. The solution was filtered, and the methanol was evaporated from the filtrate at reduced pressure to give a final volume of 30 ml. Water (20 ml) was added to the solution. Then the solution was freeze dried to obtain 9.11 grams of product. The product is C(C=C)OC(C(C)(C)OC(C1=C(C=CC(=C1)N)Cl)=O)=O (2-(chloro-5-amino-benzoyloxy)-2-methyl-propionic acid allyl ester). As a reaction SMILES: O.O[PH2]=O.[P].[CH2:6]([O:9][C:10](=[O:27])[C:11]([O:14][C:15](=[O:26])[C:16]1[CH:21]=[C:20]([N+:22]([O-])=O)[CH:19]=[CH:18][C:17]=1[Cl:25])([CH3:13])[CH3:12])[CH:7]=[CH2:8]>[Pt].C1(C)C=CC=CC=1>[CH2:6]([O:9][C:10](=[O:27])[C:11]([O:14][C:15](=[O:26])[C:16]1[CH:21]=[C:20]([NH2:22])[CH:19]=[CH:18][C:17]=1[Cl:25])([CH3:13])[CH3:12])[CH:7]=[CH2:8]. Procedure: 5.9 kg of 5% Pt/C catalyst 5% (H2O content: 62.8%) are placed in a 60-liter steel vessel together with 12 liters of water, and 470 g of 50% H3PO2 solution (≡5% phosphorus based on the catalyst) are added. The catalyst slurry is stirred for 10 minutes at room temperature, then 360 g of vanadylacetylacetonate VO(acac)2 as is (0.2 mol %) are added and the mixture is stirred for a further 5 minutes. 550 kg of a solution of 2-(chloro-5-nitro-benzoyl-oxy)-2-methyl-propionic acid allyl ester (content: ... The solvent is C1(=CC=CC=C1)C (toluene). The reagents and catalysts are [Pt] (Pt/C). Conditions: time 10 minute. The reactants are O (water), O[PH2]=O (H3PO2), vanadylacetylacetonate VO(acac)2, solution, [P] (phosphorus), C(C=C)OC(C(C)(C)OC(C1=C(C=CC(=C1)[N+](=O)[O-])Cl)=O)=O (2-(chloro-5-nitro-benzoyl-oxy)-2-methyl-propionic acid allyl ester). Isolated yield 98.3%. Starting materials: ClC1=C(C(=NC=2N1N=C(C2)C)C)CCCl (7-chloro-6-(2-chloroethyl)-2,5-dimethylpyrazolo[1,5-a]pyrimidine), NC(CC)CC (3-aminopentane). Run at time 8 hour. The product is C(C)C(CC)N1CCC=2C(=NC=3N(C21)N=C(C3)C)C (8-(1-Ethylpropyl)-2,5-dimethyl-7,8-dihydro-6H-pyrazolo[1,5-a]pyrrolo[3,2-e]pyrimidine). As a reaction SMILES: Cl[C:2]1[N:7]2[N:8]=[C:9]([CH3:11])[CH:10]=[C:6]2[N:5]=[C:4]([CH3:12])[C:3]=1[CH2:13][CH2:14]Cl.[NH2:16][CH:17]([CH2:20][CH3:21])[CH2:18][CH3:19]>>[CH2:18]([CH:17]([N:16]1[C:2]2[N:7]3[N:8]=[C:9]([CH3:11])[CH:10]=[C:6]3[N:5]=[C:4]([CH3:12])[C:3]=2[CH2:13][CH2:14]1)[CH2:20][CH3:21])[CH3:19]. Procedure details: A solution of 7-chloro-6-(2-chloroethyl)-2,5-dimethylpyrazolo[1,5-a]pyrimidine (4.0 g, 16 mmol), 3-aminopentane (40 mL) in acetonitryl (120 mL) was heated under reflux for nine hours. After overnight, the residue was purified by silica gel column chromatography (20% ethyl acetate/hexane), to give the title compound (3.7 g) as white crystals. Starting materials: CCN(C(C)C)C(C)C (DIPEA), TEA, CS(=O)(=O)Cl (methanesulfonyl chloride), OCC1(CC1)C1=NN2C(C(=CC=C2C=2C=NC=C(C#N)C2)OC)=N1 (5-[2-(1-Hydroxymethyl-cyclopropyl)-8-methoxy-[1,2,4]triazolo[1,5-a]pyridin-5-yl]-nicotinonitrile). Run in C(Cl)Cl (DCM). Conditions: time 30 minute. Yields the product C(C(C)C)OCC1(CC1)C1=NN2C(C(=CC=C2C=2C=NC=C(C#N)C2)OC)=N1 (5-[2-(1-Isobutoxymethyl-cyclopropyl)-8-methoxy-[1,2,4]triazolo[1,5-a]pyridin-5-yl]-nicotinonitrile). Reaction SMILES: [OH:1][CH2:2][C:3]1([C:6]2[N:24]=[C:9]3[C:10]([O:22][CH3:23])=[CH:11][CH:12]=[C:13]([C:14]4[CH:15]=[N:16][CH:17]=[C:18]([CH:21]=4)[C:19]#[N:20])[N:8]3[N:7]=2)[CH2:5][CH2:4]1.[CH3:25]S(Cl)(=O)=O.CCN([CH:36]([CH3:38])[CH3:37])C(C)C>C(Cl)Cl>[CH2:37]([O:1][CH2:2][C:3]1([C:6]2[N:24]=[C:9]3[C:10]([O:22][CH3:23])=[CH:11][CH:12]=[C:13]([C:14]4[CH:15]=[N:16][CH:17]=[C:18]([CH:21]=4)[C:19]#[N:20])[N:8]3[N:7]=2)[CH2:4][CH2:5]1)[CH:36]([CH3:38])[CH3:25]. Procedure: Compound 248 (0.02 g, 0.06 mmol) was dissolved in DCM (2 mL). TEA (0.035 mL, 0.25 mmol) and methanesulfonyl chloride (0.007 mL, 0.09 mmol) were added and stirred under argon for 30 min. The reaction mixture was washed with H2O and the organic phase was filtered through a phase separation cartridge (chromabond PTS). The solvent was concentrated and the crude product was suspended in iso-butanol (6 mL) under an argon atmosphere. DIPEA (0.05 mL, 0.31 mmol) was added and the mixture was stirred at 6... Reactants: CCOC(=O)c1ccc(Br)c(O)c1Br, CCOC(=O)c1ccc(Br)c(OCC(C)=O)c1Br, O=C([O-])[O-], CCON, CC(=O)CCl, CO, Cl, [Na+], [Na+], O. Product: CCON=C(C)COc1c(Br)ccc(C(=O)OCC)c1Br. RXN SMILES: [Br:19][c:20]1[c:21]([OH:22])[c:23]([Br:24])[cH:25][cH:26][c:27]1[C:28]([O:29][CH2:30][CH3:31])=[O:32].[Br:1][c:2]1[c:3]([C:4](=[O:5])[O:6][CH2:7][CH3:8])[cH:9][cH:10][c:11]([Br:18])[c:12]1[O:13][CH2:14][C:15](=[O:16])[CH3:17].[C:38](=[O:39])([O-:40])[O-:41].[CH2:45]([CH3:46])[O:47][NH2:48].[CH3:33][C:34]([CH2:35][Cl:36])=[O:37].[CH3:49][OH:50].[ClH:44].[Na+:42].[Na+:43].[OH2:51]>>[Br:1][c:2]1[c:3]([C:4](=[O:5])[O:6][CH2:7][CH3:8])[cH:9][cH:10][c:11]([Br:18])[c:12]1[O:13][CH2:14][C:15]([CH3:17])=[N:48][O:47][CH2:45][CH3:46].